From a dataset of the Open Reaction Database (ORD), a public repository of structured organic reaction records. describe an organic reaction: reactants, conditions, products, and yield The reactants are CCO, C1CCC(CNCCC2CCCNC2)C1, O=C1Nc2cccnc2N(C(=O)Cl)c2ccccc21. Reaction SMILES: [CH3:35][CH2:36][OH:37].[CH:20]1([CH2:25][NH:26][CH2:27][CH2:28][CH:29]2[CH2:30][NH:31][CH2:32][CH2:33][CH2:34]2)[CH2:21][CH2:22][CH2:23][CH2:24]1.[Cl:1][C:2](=[O:3])[N:4]1[c:5]2[c:6]([cH:16][cH:17][cH:18][n:19]2)[NH:7][C:8](=[O:15])[c:9]2[c:10]1[cH:11][cH:12][cH:13][cH:14]2>>[C:2](=[O:3])([N:4]1[c:5]2[c:6]([cH:16][cH:17][cH:18][n:19]2)[NH:7][C:8](=[O:15])[c:9]2[c:10]1[cH:11][cH:12][cH:13][cH:14]2)[N:31]1[CH2:30][CH:29]([CH2:28][CH2:27][NH:26][CH2:25][CH:20]2[CH2:21][CH2:22][CH2:23][CH2:24]2)[CH2:34][CH2:33][CH2:32]1.[ClH:1]. Product: O=C1Nc2cccnc2N(C(=O)N2CCCC(CCNCC3CCCC3)C2)c2ccccc21, Cl. Starting materials: N#CCc1cccc2c(-c3ccc(Br)cc3)onc12, CCO, [Na+], [OH-], O. Product: O=C(O)Cc1cccc2c(-c3ccc(Br)cc3)onc12. As a reaction SMILES: [Br:1][c:2]1[cH:3][cH:4][c:5](-[c:8]2[o:9][n:10][c:11]3[c:12]2[cH:13][cH:14][cH:15][c:16]3[CH2:17][C:18]#[N:19])[cH:6][cH:7]1.[CH3:22][CH2:23][OH:24].[Na+:21].[OH-:20].[OH2:25]>>[Br:1][c:2]1[cH:3][cH:4][c:5](-[c:8]2[o:9][n:10][c:11]3[c:12]2[cH:13][cH:14][cH:15][c:16]3[CH2:17][C:18](=[O:20])[OH:25])[cH:6][cH:7]1. The reactants are [H][H] (hydrogen), product, O (water), [N+](=O)([O-])C1=CC=C(CC2=CC=C(C=C2)CCC2=CC=C(C=C2)CC2=CC=C(C=C2)[N+](=O)[O-])C=C1 (1,2-bis(4-(4-nitrobenzyl)phenyl)ethane). Reagents/catalysts: [Pd] (Pd-C). Solvent: O1CCCC1 (tetrahydrofuran). Product: NC1=CC=C(CC2=CC=C(C=C2)CCC2=CC=C(C=C2)CC2=CC=C(C=C2)N)C=C1 (1,2-bis(4-(4-aminobenzyl)phenyl)ethane). The yield is 62.9%. RXN SMILES: O.[N+:2]([C:5]1[CH:35]=[CH:34][C:8]([CH2:9][C:10]2[CH:15]=[CH:14][C:13]([CH2:16][CH2:17][C:18]3[CH:23]=[CH:22][C:21]([CH2:24][C:25]4[CH:30]=[CH:29][C:28]([N+:31]([O-])=O)=[CH:27][CH:26]=4)=[CH:20][CH:19]=3)=[CH:12][CH:11]=2)=[CH:7][CH:6]=1)([O-])=O.[H][H]>[Pd].O1CCCC1>[NH2:2][C:5]1[CH:6]=[CH:7][C:8]([CH2:9][C:10]2[CH:11]=[CH:12][C:13]([CH2:16][CH2:17][C:18]3[CH:23]=[CH:22][C:21]([CH2:24][C:25]4[CH:26]=[CH:27][C:28]([NH2:31])=[CH:29][CH:30]=4)=[CH:20][CH:19]=3)=[CH:14][CH:15]=2)=[CH:34][CH:35]=1. Reported procedure: In a 1-liter three-necked flask equipped with a stirring device and a nitrogen substituting device, 2.5 g of a Pd-C catalyst (a 5% product, containing 55.9% of water) and a solution of 25.1 g of 1,2-bis(4-(4-nitrobenzyl)phenyl)ethane in 400 milliliters of tetrahydrofuran were introduced and contacted with hydrogen gas at a normal pressure with stirring. After hydrogen absorption was stopped, the catalyst was filtered off and the solution was concentrated. Crystals were dissolved in chloroform, s... Starting materials: ClC1=C(C=CC(=C1)C=O)C1=CC(=CC=C1)C#N (2′-Chloro-4′-formyl-biphenyl-3-carbonitrile), [BH4-].[Na+] (sodium borohydride). Run in CO (methanol). Conditions: time 1 hour. Yields the product ClC1=C(C=CC(=C1)CO)C1=CC(=CC=C1)C#N (2′-Chloro-4′-hydroxymethyl-biphenyl-3-carbonitrile). RXN SMILES: [Cl:1][C:2]1[CH:7]=[C:6]([CH:8]=[O:9])[CH:5]=[CH:4][C:3]=1[C:10]1[CH:15]=[CH:14][CH:13]=[C:12]([C:16]#[N:17])[CH:11]=1.[BH4-].[Na+]>CO>[Cl:1][C:2]1[CH:7]=[C:6]([CH2:8][OH:9])[CH:5]=[CH:4][C:3]=1[C:10]1[CH:15]=[CH:14][CH:13]=[C:12]([C:16]#[N:17])[CH:11]=1 |f:1.2|. Reported procedure: 2′-Chloro-4′-formyl-biphenyl-3-carbonitrile (I-6b: 6.0 g) was dissolved in 150 mL of methanol before sodium borohydride (3.4 g) was added gradually. After 1 hour, the reaction mixture was concentrated under reduced pressure, the resulting residue was taken up in 100 mL of ethyl acetated and washed twice with 20 mL of water. The organic phase was dried over magnesium sulfate, filtered, and concentrated under reduced pressure to afford the title compound (I-6c). Reactants: [Br-].[Br-].C1(=CC=CC=C1)[PH+](C1=CC=CC=C1)C1=CC=CC=C1.C1(=CC=CC=C1)[PH+](C1=CC=CC=C1)C1=CC=CC=C1 (triphenylphosphonium dibromide), ClC1=C(C=CC=C1)N1N=C(C=C1CO)C(F)(F)F ([2-(2-chlorophenyl)-5-trifluoromethyl-2H-pyrazol-3-yl]-methanol). Reaction conditions: time 2 hour. Product: BrCC1=CC(=NN1C1=C(C=CC=C1)Cl)C(F)(F)F (5-bromomethyl-1-(2-chlorophenyl)-3-trifluoromethyl-1H-pyrazole). As a reaction SMILES: [Br-:1].[Br-].C1([PH+](C2C=CC=CC=2)C2C=CC=CC=2)C=CC=CC=1.C1([PH+](C2C=CC=CC=2)C2C=CC=CC=2)C=CC=CC=1.[Cl:41][C:42]1[CH:47]=[CH:46][CH:45]=[CH:44][C:43]=1[N:48]1[C:52]([CH2:53]O)=[CH:51][C:50]([C:55]([F:58])([F:57])[F:56])=[N:49]1>>[Br:1][CH2:53][C:52]1[N:48]([C:43]2[CH:44]=[CH:45][CH:46]=[CH:47][C:42]=2[Cl:41])[N:49]=[C:50]([C:55]([F:58])([F:57])[F:56])[CH:51]=1 |f:0.1.2.3|. Reported procedure: A dry 250 mL flask was charged with triphenylphosphonium dibromide (6.3 g, 14.9 mmol) and a solution of [2-(2-chlorophenyl)-5-trifluoromethyl-2H-pyrazol-3-yl]-methanol (3.54 g in 100 mL of CH2Cl2) was added portionwise. The reaction was stirred at room temperature for 2 h then was washed into a separatory funnel with water and CH2Cl2. The CH2Cl2 was separated, dried (MgSO4), and concentrated in vacuo. The crude bromide was purified by silica gel flash chromatography (Jones Flashmaster, 70 g Sili...